This data is from the Open Reaction Database (ORD), a public repository of structured organic reaction records. The task is: describe an organic reaction: reactants, conditions, products, and yield Starting materials: O=C([O-])[O-], CC(=O)CC(C)=O, CC(=O)[O-], CCO, [K+], O=N[O-], N#Cc1ccc(N)cc1, [Na+], [Na+], [Na+], O=[N+]([O-])O, O=P(O)(O)O. Yields the product CC(=O)C(=NNc1ccc(C#N)cc1)C(C)=O. Reaction SMILES: [C:35](=[O:36])([O-:37])[O-:38].[CH3:23][C:24]([CH2:25][C:26]([CH3:27])=[O:28])=[O:29].[CH3:31][C:32](=[O:33])[O-:34].[CH3:41][CH2:42][OH:43].[K+:30].[N:19]([O-:20])=[O:21].[NH2:1][c:2]1[cH:3][cH:4][c:5]([C:6]#[N:7])[cH:8][cH:9]1.[Na+:22].[Na+:39].[Na+:40].[OH:15][N+:16](=[O:17])[O-:18].[P:10](=[O:11])([OH:12])([OH:13])[OH:14]>>[NH:1]([c:2]1[cH:3][cH:4][c:5]([C:6]#[N:7])[cH:8][cH:9]1)[N:19]=[C:25]([C:24]([CH3:23])=[O:29])[C:26]([CH3:27])=[O:28]. Starting materials: CCC(c1c(Cl)ccc2[nH]nc(-c3ccccc3)c12)N1C(=O)c2ccccc2C1=O, CCO, NN, O. The product is CCC(N)c1c(Cl)ccc2[nH]nc(-c3ccccc3)c12. RXN SMILES: [C:1]1(=[O:2])[N:5]([CH:6]([CH2:7][CH3:8])[c:9]2[c:10]3[c:11](-[c:19]4[cH:20][cH:21][cH:22][cH:23][cH:24]4)[n:12][nH:13][c:14]3[cH:15][cH:16][c:17]2[Cl:18])[C:3](=[O:4])[c:25]2[cH:26][cH:27][cH:28][cH:29][c:30]21.[CH3:34][CH2:35][OH:36].[NH2:32][NH2:33].[OH2:31]>>[NH2:5][CH:6]([CH2:7][CH3:8])[c:9]1[c:10]2[c:11](-[c:19]3[cH:20][cH:21][cH:22][cH:23][cH:24]3)[n:12][nH:13][c:14]2[cH:15][cH:16][c:17]1[Cl:18]. The reactants are ICCC1=CC=C(C(=O)OC)C=C1 (methyl 4-(2-iodoethyl)benzoate), C([O-])([O-])=O.[Na+].[Na+] (sodium carbonate), FC=1C=CC(=C(C1)CCNC1C=2C=CC(=NC2CCC1)C(=O)OCC)OCC1=CC=C(C=C1)CCC1=CC=C(C=C1)C(F)(F)F (rac-Ethyl 5-[(2-{5-fluoro-2-[(4-{2-[4-(trifluoromethyl)phenyl]ethyl}benzyl)oxy]phenyl}ethyl)-amino]-5,6,7,8-tetrahydroquinoline-2-carboxylate). The solvent is C(C)#N (acetonitrile). Run at temperature 140 celsius, time 4 hour. Yields the product FC=1C=CC(=C(C1)CCN(C1C=2C=CC(=NC2CCC1)C(=O)OCC)CCC1=CC=C(C=C1)C(=O)OC)OCC1=CC=C(C=C1)CCC1=CC=C(C=C1)C(F)(F)F (rac-Ethyl 5-[(2-{5-fluoro-2-[(4-{2-[4-(trifluoromethyl)phenyl]ethyl}benzyl)oxy]phenyl}ethyl)-{2-[4-(methoxycarbonyl)phenyl]ethyl}amino]-5,6,7,8-tetrahydroquinoline-2-carboxylate). Reaction SMILES: I[CH2:2][CH2:3][C:4]1[CH:13]=[CH:12][C:7]([C:8]([O:10][CH3:11])=[O:9])=[CH:6][CH:5]=1.C(=O)([O-])[O-].[Na+].[Na+].[F:20][C:21]1[CH:22]=[CH:23][C:24]([O:45][CH2:46][C:47]2[CH:52]=[CH:51][C:50]([CH2:53][CH2:54][C:55]3[CH:60]=[CH:59][C:58]([C:61]([F:64])([F:63])[F:62])=[CH:57][CH:56]=3)=[CH:49][CH:48]=2)=[C:25]([CH2:27][CH2:28][NH:29][CH:30]2[CH2:39][CH2:38][CH2:37][C:36]3[N:35]=[C:34]([C:40]([O:42][CH2:43][CH3:44])=[O:41])[CH:33]=[CH:32][C:31]2=3)[CH:26]=1>C(#N)C>[F:20][C:21]1[CH:22]=[CH:23][C:24]([O:45][CH2:46][C:47]2[CH:52]=[CH:51][C:50]([CH2:53][CH2:54][C:55]3[CH:56]=[CH:57][C:58]([C:61]([F:64])([F:62])[F:63])=[CH:59][CH:60]=3)=[CH:49][CH:48]=2)=[C:25]([CH2:27][CH2:28][N:29]([CH2:2][CH2:3][C:4]2[CH:13]=[CH:12][C:7]([C:8]([O:10][CH3:11])=[O:9])=[CH:6][CH:5]=2)[CH:30]2[CH2:39][CH2:38][CH2:37][C:36]3[N:35]=[C:34]([C:40]([O:42][CH2:43][CH3:44])=[O:41])[CH:33]=[CH:32][C:31]2=3)[CH:26]=1 |f:1.2.3|. Reported procedure: 533 mg (1.84 mmol) of methyl 4-(2-iodoethyl)benzoate and 97 mg (0.92 mmol) of anhydrous sodium carbonate were added to a solution of 380 mg (0.61 mmol) of rac-ethyl 5-[(2-{5-fluoro-2-[(4-{2-[4-(trifluoromethyl)phenyl]ethyl}benzyl)oxy]phenyl}ethyl)amino]-5,6,7,8-tetrahydroquinoline-2-carboxylate (Example 159A) in 5 ml of dry acetonitrile, and the mixture was stirred in a microwave apparatus (Biotage Initiator) at 140° C. for 4 h. The reaction solution was then cooled and purified directly by prep... Starting materials: C(CCC)OC(=O)C=1N=C(C2=CC=C(C=C2C1O)S(=O)(=O)C1=CC=CC=C1)Br (6-benzenesulfonyl-1-bromo-4-hydroxy-isoquinoline-3-carboxylic acid butyl ester), C(#N)[Cu] (CuCN). Product: C(CCC)OC(=O)C=1N=C(C2=CC=C(C=C2C1O)S(=O)(=O)C1=CC=CC=C1)C#N (6-Benzenesulfonyl-1-cyano-4-hydroxy-isoquinoline-3-carboxylic acid butyl ester). Yield: 49.0%. RXN SMILES: [CH2:1]([O:5][C:6]([C:8]1[N:9]=[C:10](Br)[C:11]2[C:16]([C:17]=1[OH:18])=[CH:15][C:14]([S:19]([C:22]1[CH:27]=[CH:26][CH:25]=[CH:24][CH:23]=1)(=[O:21])=[O:20])=[CH:13][CH:12]=2)=[O:7])[CH2:2][CH2:3][CH3:4].[C:29]([Cu])#[N:30]>>[CH2:1]([O:5][C:6]([C:8]1[N:9]=[C:10]([C:29]#[N:30])[C:11]2[C:16]([C:17]=1[OH:18])=[CH:15][C:14]([S:19]([C:22]1[CH:27]=[CH:26][CH:25]=[CH:24][CH:23]=1)(=[O:21])=[O:20])=[CH:13][CH:12]=2)=[O:7])[CH2:2][CH2:3][CH3:4]. Procedure: Prepared from 6-benzenesulfonyl-1-bromo-4-hydroxy-isoquinoline-3-carboxylic acid butyl ester and CuCN in analogy to example 29a. Crude product was purified by silica gel chromatography (2%-20% ethyl acetate in methylene chloride) to give the title compound (49% yield). MS-(+)-ion: M+1=411.30. Reactants: C(=O)(O)[O-].[Na+] (NaHCO3), O[C@H]1CNCC1 ((R)-3-hydroxypyrrolidine), ClCC=O (chloroacetaldehyde), complex. Run in Cl (HCl), CO (MeOH), CC(=O)O (AcOH). Run at time 0.5 hour. Product: ClCCN1C[C@@H](CC1)O ((R)-1-(2-Chloroethyl)pyrrolidine-3-ol). Yield: 23.1%. Reaction SMILES: [OH:1][C@@H:2]1[CH2:6][CH2:5][NH:4][CH2:3]1.[Cl:7][CH2:8][CH:9]=O.C([O-])(O)=O.[Na+]>CO.CC(O)=O.Cl>[Cl:7][CH2:8][CH2:9][N:4]1[CH2:5][CH2:6][C@@H:2]([OH:1])[CH2:3]1 |f:2.3|. Procedure details: To a solution of (R)-3-hydroxypyrrolidine (0.47 g, 5.5 mmol) in MeOH (14.4 mL) and AcOH (1.44 mL) was added chloroacetaldehyde (0.86 mL, 5.5 mmol, 50% in H2O solution) and picolineborane complex (0.58 g, 5.5 mmol). The reaction mixture was stirred at ambient temperature for 0.5 h. Then additional picoline borane complex (0.29 g, 2.7 mmol) was added. The reaction mixture was stirred for an additional 0.5 h. Then the reaction mixture was diluted with HCl (30 mL, 10% in H2O) and stirred for 0.5 h a... Starting materials: C(CCC)[Li] (n-butyllithium), CC=1N(C(=CC1)C)C=1SC=C(N1)C1=C(C=C(C=C1OC)C)OC (2-(2,5-dimethylpyrrol-1-yl)-4-(2,6-dimethoxy-4-methylphenyl) thiazole), O (water), S(=O)(=O)(C(F)(F)F)OC(C)C1CCCCC1 (cyclohexylethanol triflate). Solvent: CCCCCC (hexane). Reaction conditions: temperature -30 celsius, time 30 minute. The product is C1(CCCCC1)CCC1=C(N=C(S1)N1C(=CC=C1C)C)C1=C(C=C(C=C1OC)C)OC (5-Cyclohexylethyl-2-(2,5-dimethylpyrrol-1-yl)-4-(2,6-dimethoxy-4-methylphenyl)thiazole). Yield: 9.1%. Reaction SMILES: C([Li])CCC.[CH3:6][C:7]1[N:8]([C:13]2[S:14][CH:15]=[C:16]([C:18]3[C:23]([O:24][CH3:25])=[CH:22][C:21]([CH3:26])=[CH:20][C:19]=3[O:27][CH3:28])[N:17]=2)[C:9]([CH3:12])=[CH:10][CH:11]=1.S(O[CH:37]([CH:39]1[CH2:44][CH2:43][CH2:42][CH2:41][CH2:40]1)[CH3:38])(C(F)(F)F)(=O)=O.O>CCCCCC>[CH:39]1([CH2:37][CH2:38][C:15]2[S:14][C:13]([N:8]3[C:7]([CH3:6])=[CH:11][CH:10]=[C:9]3[CH3:12])=[N:17][C:16]=2[C:18]2[C:23]([O:24][CH3:25])=[CH:22][C:21]([CH3:26])=[CH:20][C:19]=2[O:27][CH3:28])[CH2:44][CH2:43][CH2:42][CH2:41][CH2:40]1. Procedure: 10 ml of 1.6M n-butyllithium in hexane are added, at −30° C., to 4.27 g of 2-(2,5-dimethylpyrrol-1-yl)-4-(2,6-dimethoxy-4-methylphenyl) thiazole and the mixture is left stirring for 30 minutes at −30° C. 4.2 g of cyclohexylethanol triflate are added at −45° C., the mixture is then warmed to 0° C., water is added, this mixture is extracted with Et2O and the extracts are dried and evaporated. The gum formed is chromatographed on silica, eluting with cyclohexane/EtOAc (1/1; v/v). 0.52 g of the expe...